This data is from the Open Reaction Database (ORD), a public repository of structured organic reaction records. The task is: describe an organic reaction: reactants, conditions, products, and yield Starting materials: [N+](=O)([O-])C=1C=C(C(=CC1)NCCC)C=1OC2=C(N1)C=C(C=C2)Br (2-(3-nitro-6-propylaminophenyl)-5-bromobenzoxazole), C1OC=2C=C(C=CC2O1)B(O)O (3,4-methylenedioxyphenylboronic acid). Product: [N+](=O)([O-])C=1C=C(C(=CC1)NCCC)C=1OC2=C(N1)C=C(C=C2)C2=CC1=C(C=C2)OCO1 (2-(3-Nitro-6-propylaminophenyl)-5-(3,4-methylenedioxyphenyl)benzoxazole). Reaction SMILES: [N+:1]([C:4]1[CH:5]=[C:6]([C:14]2[O:15][C:16]3[CH:22]=[CH:21][C:20](Br)=[CH:19][C:17]=3[N:18]=2)[C:7]([NH:10][CH2:11][CH2:12][CH3:13])=[CH:8][CH:9]=1)([O-:3])=[O:2].[CH2:24]1[O:32][C:31]2[CH:30]=[CH:29][C:28](B(O)O)=[CH:27][C:26]=2[O:25]1>>[N+:1]([C:4]1[CH:5]=[C:6]([C:14]2[O:15][C:16]3[CH:22]=[CH:21][C:20]([C:29]4[CH:28]=[CH:27][C:26]5[O:25][CH2:24][O:32][C:31]=5[CH:30]=4)=[CH:19][C:17]=3[N:18]=2)[C:7]([NH:10][CH2:11][CH2:12][CH3:13])=[CH:8][CH:9]=1)([O-:3])=[O:2]. Reported procedure: Prepared by the method of Example 15d), from 2-(3-nitro-6-propylaminophenyl)-5-bromobenzoxazole (400 mg, 1.59 mmol) and 3,4-methylenedioxyphenylboronic acid (264 mg, 1.59 mmol) the subtitle compound was obtained (337 mg, 51%). The product was used directly in the next step without purification.